From a dataset of the Open Reaction Database (ORD), a public repository of structured organic reaction records. describe an organic reaction: reactants, conditions, products, and yield RXN SMILES: [CH2:19]([CH2:20][CH2:21][CH2:22][CH2:23][CH2:24][CH3:25])[NH2:26].[CH2:1]([CH:2]=[CH2:3])[NH:4][c:5]1[n:6][c:7]([Cl:18])[n:8][c:9]2[cH:10][cH:11][c:12]([N+:15](=[O:16])[O-:17])[cH:13][c:14]12.[OH2:27]>>[CH2:1]([CH:2]=[CH2:3])[NH:4][c:5]1[n:6][c:7]([NH:26][CH2:19][CH2:20][CH2:21][CH2:22][CH2:23][CH2:24][CH3:25])[n:8][c:9]2[cH:10][cH:11][c:12]([N+:15](=[O:16])[O-:17])[cH:13][c:14]12. The reactants are CCCCCCCN, C=CCNc1nc(Cl)nc2ccc([N+](=O)[O-])cc12, O. Product: C=CCNc1nc(NCCCCCCC)nc2ccc([N+](=O)[O-])cc12. Starting materials: BrBr (bromine), ClC1=C(C=CC(=C1)[N+](=O)[O-])C(C(=S)N)C#N (2-chloro-4-nitrophenylcyanothioacetamide), C(O)([O-])=O.[Na+] (sodium hydrogencarbonate). Run in C(Cl)Cl (methylene chloride), C(Cl)Cl (methylene chloride). Conditions: time 2 hour. Yields the product NC1=C(C2=C(S1)C=C(C=C2Cl)[N+](=O)[O-])C#N (2-amino-3-cyano-4-chloro-6-nitrobenzo-[b]-thiophene). RXN SMILES: BrBr.[Cl:3][C:4]1[CH:9]=[C:8]([N+:10]([O-:12])=[O:11])[CH:7]=[CH:6][C:5]=1[CH:13]([C:17]#[N:18])[C:14]([NH2:16])=[S:15].C(=O)([O-])O.[Na+]>C(Cl)Cl>[NH2:16][C:14]1[S:15][C:6]2[CH:7]=[C:8]([N+:10]([O-:12])=[O:11])[CH:9]=[C:4]([Cl:3])[C:5]=2[C:13]=1[C:17]#[N:18] |f:2.3|. Reported procedure: A solution of 9.2 ml (0.18 mol) of bromine in 72 ml of methylene chloride is added dropwise at room temperature to a suspension of 46 g of 2-chloro-4-nitrophenylcyanothioacetamide (0.18 mol) and 30 g of sodium hydrogencarbonate (0.36 mol) in 650 ml of methylene chloride. This was followed by 2 hours of stirring at room temperature, filtering off with suction and repeated washing of the yellow residue with water. Reactants: C1CCOC1, COc1ccc(Br)cc1, I, [Mg], O=C1COCCOC1. Product: COc1ccc(C2(O)COCCOC2)cc1. Reaction SMILES: [CH2:20]1[O:21][CH2:22][CH2:23][CH2:24]1.[CH3:3][O:4][c:5]1[cH:6][cH:7][c:8]([Br:11])[cH:9][cH:10]1.[I:2].[Mg:1].[O:12]1[CH2:13][CH2:14][O:15][CH2:16][C:17](=[O:19])[CH2:18]1>>[CH3:3][O:4][c:5]1[cH:6][cH:7][c:8]([C:17]2([OH:19])[CH2:16][O:15][CH2:14][CH2:13][O:12][CH2:18]2)[cH:9][cH:10]1. The product is CC(C)(C)OC(=O)N1CCCC(O)(c2ccccc2)C1. Reactants: Brc1ccccc1, CC(C)(C)OC(=O)N1CCCC(=O)C1, [Cl-], [Mg], [NH4+], C1CCOC1. RXN SMILES: [Br:15][c:16]1[cH:17][cH:18][cH:19][cH:20][cH:21]1.[C:1]([CH3:2])([CH3:3])([CH3:4])[O:5][C:6](=[O:7])[N:8]1[CH2:9][C:10](=[O:14])[CH2:11][CH2:12][CH2:13]1.[Cl-:23].[Mg:22].[NH4+:24].[O:25]1[CH2:26][CH2:27][CH2:28][CH2:29]1>>[C:1]([CH3:2])([CH3:3])([CH3:4])[O:5][C:6](=[O:7])[N:8]1[CH2:9][C:10]([OH:14])([c:16]2[cH:17][cH:18][cH:19][cH:20][cH:21]2)[CH2:11][CH2:12][CH2:13]1.